This data is from the Open Reaction Database (ORD), a public repository of structured organic reaction records. The task is: describe an organic reaction: reactants, conditions, products, and yield Starting materials: CCc1nc(C(=O)OC)no1, NCCc1ccc(S(N)(=O)=O)cc1. Product: CCc1nc(C(=O)NCCc2ccc(S(N)(=O)=O)cc2)no1. As a reaction SMILES: [CH3:1][O:2][C:3](=[O:4])[c:5]1[n:6][o:7][c:8]([CH2:10][CH3:11])[n:9]1.[NH2:12][CH2:13][CH2:14][c:15]1[cH:16][cH:17][c:18]([S:21](=[O:22])(=[O:23])[NH2:24])[cH:19][cH:20]1>>[C:3](=[O:4])([c:5]1[n:6][o:7][c:8]([CH2:10][CH3:11])[n:9]1)[NH:12][CH2:13][CH2:14][c:15]1[cH:16][cH:17][c:18]([S:21](=[O:22])(=[O:23])[NH2:24])[cH:19][cH:20]1. The reactants are C1CCOC1, [Li]CCCC, O=C1NS(=O)(=O)c2ccccc21. The product is CCCCC1=NS(=O)(=O)c2ccccc21. RXN SMILES: [CH2:18]1[O:19][CH2:20][CH2:21][CH2:22]1.[Li:1][CH2:2][CH2:3][CH2:4][CH3:5].[O:6]=[C:7]1[NH:8][S:9](=[O:10])(=[O:11])[c:12]2[cH:13][cH:14][cH:15][cH:16][c:17]21>>[CH2:2]([CH2:3][CH2:4][CH3:5])[C:7]1=[N:8][S:9](=[O:10])(=[O:11])[c:12]2[cH:13][cH:14][cH:15][cH:16][c:17]21. Starting materials: CCO, FC(F)(F)c1ccc(Cl)nc1, [K+], NC(N)=S, [OH-]. The product is FC(F)(F)c1ccc(S)nc1. RXN SMILES: [CH3:18][CH2:19][OH:20].[Cl:1][c:2]1[n:3][cH:4][c:5]([C:8]([F:9])([F:10])[F:11])[cH:6][cH:7]1.[K+:17].[NH2:12][C:13]([NH2:14])=[S:15].[OH-:16]>>[c:2]1([SH:15])[n:3][cH:4][c:5]([C:8]([F:9])([F:10])[F:11])[cH:6][cH:7]1.